describe an organic reaction: reactants, conditions, products, and yield From a dataset of the Open Reaction Database (ORD), a public repository of structured organic reaction records. The reactants are [OH-].[Na+] (sodium hydroxide), CI (methyl iodide), C1(=CC=CC=C1)[C@@H]1NC(N[C@H]1C1=CC=CC=C1)=S (trans-4,5-diphenyl-imidazolidine-2-thione). Solvent: O (water), CO (methanol). Run at time 4 hour. Yields the product CSC=1N[C@H]([C@@H](N1)C1=CC=CC=C1)C1=CC=CC=C1 (Trans-2-methylthio-4,5-diphenyl-imidazoline). RXN SMILES: [C:1]1([C@H:7]2[C@H:11]([C:12]3[CH:17]=[CH:16][CH:15]=[CH:14][CH:13]=3)[NH:10][C:9](=[S:18])[NH:8]2)[CH:6]=[CH:5][CH:4]=[CH:3][CH:2]=1.[OH-].[Na+].[CH3:21]I>CO.O>[CH3:21][S:18][C:9]1[NH:8][C@@H:7]([C:1]2[CH:2]=[CH:3][CH:4]=[CH:5][CH:6]=2)[C@H:11]([C:12]2[CH:13]=[CH:14][CH:15]=[CH:16][CH:17]=2)[N:10]=1 |f:1.2|. Reported procedure: 1.8 g of trans-4,5-diphenyl-imidazolidine-2-thione are dissolved in 20 ml of methanol, a solution of 0.3 g of sodium hydroxide in 2 ml of water and also 1.2 g of methyl iodide are added and the mixture is stirred at room temperature for 4 hours and left to stand overnight at 0°. The reaction mixture is evaporated to dryness, the residue is shaken with a mixture of 40 ml of water and 40 ml of ethyl acetate, the organic phase is separated off and the aqueous phase is washed with ethyl acetate. The...